The task is: describe an organic reaction: reactants, conditions, products, and yield. This data is from the Open Reaction Database (ORD), a public repository of structured organic reaction records. Reactants: COC(CC1=CC2=C(OCO2)C=C1CC(=O)NCCC1=CC(=CC=C1)OC)=O (6-[2-[[2-(3-methoxyphenyl)ethyl]amino]-2-oxoethyl]-1,3-benzodioxole-5-acetic acid methyl ester), P(=O)(Cl)(Cl)Cl (phosphorus oxychloride). The product is COC(CC1=CC2=C(OCO2)C=C1CC1=NCCC2=CC(=CC=C12)OC)=O (6-[(3,4-Dihydro-6-methoxy-1-isoquinolinyl)methyl]-1,3-benzdioxole-5-acetic acid methyl ester). Reaction SMILES: [CH3:1][O:2][C:3](=[O:28])[CH2:4][C:5]1[C:13]([CH2:14][C:15]([NH:17][CH2:18][CH2:19][C:20]2[CH:25]=[CH:24][CH:23]=[C:22]([O:26][CH3:27])[CH:21]=2)=O)=[CH:12][C:8]2[O:9][CH2:10][O:11][C:7]=2[CH:6]=1.P(Cl)(Cl)(Cl)=O>>[CH3:1][O:2][C:3](=[O:28])[CH2:4][C:5]1[C:13]([CH2:14][C:15]2[C:25]3[C:20](=[CH:21][C:22]([O:26][CH3:27])=[CH:23][CH:24]=3)[CH2:19][CH2:18][N:17]=2)=[CH:12][C:8]2[O:9][CH2:10][O:11][C:7]=2[CH:6]=1. Procedure details: The title compound was prepared as described in Example 7 using 6-[2-[[2-(3-methoxyphenyl)ethyl]amino]-2-oxoethyl]-1,3-benzodioxole-5-acetic acid methyl ester (VIIIb) (7.71 g, 0.02 mole) and phosphorus oxychloride (7.66 g, 0.05 mole). The crystalline product that was obtained was recrystallized from acetonitrile. The product was amounted to 1.4 g (15%), and melted at 182°-184° dec. Reactants: O=C([O-])O, Cc1ccsc1CCC(=O)O, CC1(c2cccc(NS(C)(=O)=O)c2)C2CNCC21, Cl, [Na+], O, On1nnc2ccccc21. The product is Cc1ccsc1CCC(=O)N1CC2C(C1)C2(C)c1cccc(NS(C)(=O)=O)c1. As a reaction SMILES: [C:42](=[O:43])([O-:44])[OH:45].[CH3:1][c:2]1[c:3]([CH2:7][CH2:8][C:9](=[O:10])[OH:11])[s:4][cH:5][cH:6]1.[CH3:24][C:25]1([c:31]2[cH:32][c:33]([NH:37][S:38](=[O:39])(=[O:40])[CH3:41])[cH:34][cH:35][cH:36]2)[CH:26]2[CH2:27][NH:28][CH2:29][CH:30]12.[ClH:23].[Na+:46].[OH2:12].[OH:13][n:14]1[c:15]2[cH:16][cH:17][cH:18][cH:19][c:20]2[n:21][n:22]1>>[CH3:1][c:2]1[c:3]([CH2:7][CH2:8][C:9](=[O:11])[N:28]2[CH2:27][CH:26]3[C:25]([CH3:24])([c:31]4[cH:32][c:33]([NH:37][S:38](=[O:39])(=[O:40])[CH3:41])[cH:34][cH:35][cH:36]4)[CH:30]3[CH2:29]2)[s:4][cH:5][cH:6]1. Reactants: BrC=1C(=CC2=C(C=3N(CCO2)C(=C(N3)C(N)=O)C(=O)O)C1)F (10-Bromo-2-carbamoyl-9-fluoro-5,6-dihydroimidazo[1,2-d][1,4]benzoxazepine-3-carboxylic acid), Cl.NCC#N (aminoacetonitrile hydrochloride). Product: BrC=1C(=CC2=C(C=3N(CCO2)C(=C(N3)C(=O)N)C(=O)NCC#N)C1)F (10-bromo-N3-(cyanomethyl)-9-fluoro-5,6-dihydroimidazo[1,2-d][1,4]benzoxazepine-2,3-dicarboxamide). RXN SMILES: [Br:1][C:2]1[C:3]([F:22])=[CH:4][C:5]2[O:11][CH2:10][CH2:9][N:8]3[C:12]([C:18]([OH:20])=O)=[C:13]([C:15](=[O:17])[NH2:16])[N:14]=[C:7]3[C:6]=2[CH:21]=1.Cl.[NH2:24][CH2:25][C:26]#[N:27]>>[Br:1][C:2]1[C:3]([F:22])=[CH:4][C:5]2[O:11][CH2:10][CH2:9][N:8]3[C:12]([C:18]([NH:27][CH2:26][C:25]#[N:24])=[O:20])=[C:13]([C:15]([NH2:16])=[O:17])[N:14]=[C:7]3[C:6]=2[CH:21]=1 |f:1.2|. Procedure: 10-Bromo-2-carbamoyl-9-fluoro-5,6-dihydroimidazo[1,2-d][1,4]benzoxazepine-3-carboxylic acid (85 mg) was reacted with aminoacetonitrile hydrochloride similar to as described in Example 2 to produce 75 mg crude 10-bromo-N3-(cyanomethyl)-9-fluoro-5,6-dihydroimidazo[1,2-d][1,4]benzoxazepine-2,3-dicarboxamide which was then reacted with (2R)-2-(5-methylisoxazol-3-yl)but-3-yn-2-ol similar to as described in Procedure E to afford 26.1 mg of N3-(cyanomethyl)-9-fluoro-10-[(3R)-3-hydroxy-3-(5-methylisoxaz... Reactants: C1(CCCCCN1)=O (caprolactam), [H][H].S (H2 H2S), C1(CCCCCN1)=O (caprolactam), C(C)#N (acetonitrile). Solvent: C1CCOC1 (THF), C1CCOC1 (THF). Yields the product CC1OC(CC1)C (2,5-dimethyltetrahydrofuran), C1(CCCCCN1)=O (caprolactam). Reaction SMILES: [H][H].S.[C:4]1(=[O:11])[NH:10][CH2:9][CH2:8][CH2:7][CH2:6][CH2:5]1.[C:12](#N)C>C1COCC1>[CH3:12][CH:4]1[CH2:5][CH2:6][CH:7]([CH3:8])[O:11]1.[C:4]1(=[O:11])[NH:10][CH2:9][CH2:8][CH2:7][CH2:6][CH2:5]1 |f:0.1|. Reported procedure: Prior to optimization of the initial H2/H2S atmosphere and the mol % catalyst of presulfided Pt (Pt—S/C) employed, a range of solvents is examined (Table 5). No formation of caprolactam is observed using acetonitrile (entry 1, Table 5) as solvent. The highest yield of caprolactam is achieved using THF (entry 2, Table 5). Use of 2,5-dimethyltetrahydrofuran (entry 3, Table 5) results in a tenfold reduction in the yield of caprolactam relative to use of THF as solvent (entry 3 vs. entry 2, Table 5)...